From a dataset of the Open Reaction Database (ORD), a public repository of structured organic reaction records. describe an organic reaction: reactants, conditions, products, and yield The reactants are CCCP(=O)(CCC)c1cccc(Nc2ncc(C(F)(F)F)c(Cl)n2)c1, CN1Cc2c(C3CCC(O)CC3)ccc(N)c2C1=O. Product: CCCP(=O)(CCC)c1cccc(Nc2ncc(C(F)(F)F)c(Nc3ccc(C4CCC(O)CC4)c4c3C(=O)N(C)C4)n2)c1. As a reaction SMILES: [Cl:1][c:2]1[n:3][c:4]([NH:12][c:13]2[cH:14][c:15]([P:19](=[O:20])([CH2:21][CH2:22][CH3:23])[CH2:24][CH2:25][CH3:26])[cH:16][cH:17][cH:18]2)[n:5][cH:6][c:7]1[C:8]([F:9])([F:10])[F:11].[NH2:27][c:28]1[cH:29][cH:30][c:31]([CH:39]2[CH2:40][CH2:41][CH:42]([OH:45])[CH2:43][CH2:44]2)[c:32]2[c:36]1[C:35](=[O:37])[N:34]([CH3:38])[CH2:33]2>>[c:2]1([NH:27][c:28]2[cH:29][cH:30][c:31]([CH:39]3[CH2:40][CH2:41][CH:42]([OH:45])[CH2:43][CH2:44]3)[c:32]3[c:36]2[C:35](=[O:37])[N:34]([CH3:38])[CH2:33]3)[n:3][c:4]([NH:12][c:13]2[cH:14][c:15]([P:19](=[O:20])([CH2:21][CH2:22][CH3:23])[CH2:24][CH2:25][CH3:26])[cH:16][cH:17][cH:18]2)[n:5][cH:6][c:7]1[C:8]([F:9])([F:10])[F:11].